This data is from the Open Reaction Database (ORD), a public repository of structured organic reaction records. The task is: describe an organic reaction: reactants, conditions, products, and yield Reactants: CCN(C(C)C)C(C)C, ClCCl, Cl, [K+], [K+], FC(F)(F)c1ccc(Oc2cccc(C=C3CCNCC3)c2)nc1, O=C([O-])[O-], O=C=Nc1ccccc1. The product is O=C(Nc1ccccc1)N1CCC(=Cc2cccc(Oc3ccc(C(F)(F)F)cn3)c2)CC1. As a reaction SMILES: [CH:35]([N:36]([CH:37]([CH3:38])[CH3:39])[CH2:40][CH3:41])([CH3:42])[CH3:43].[Cl:50][CH2:51][Cl:52].[ClH:1].[K+:44].[K+:45].[NH:2]1[CH2:3][CH2:4][C:5](=[CH:8][c:9]2[cH:10][c:11]([O:12][c:13]3[n:14][cH:15][c:16]([C:19]([F:20])([F:21])[F:22])[cH:17][cH:18]3)[cH:23][cH:24][cH:25]2)[CH2:6][CH2:7]1.[O-:46][C:47]([O-:48])=[O:49].[c:26]1([N:32]=[C:33]=[O:34])[cH:27][cH:28][cH:29][cH:30][cH:31]1>>[N:2]1([C:33]([NH:32][c:26]2[cH:27][cH:28][cH:29][cH:30][cH:31]2)=[O:34])[CH2:3][CH2:4][C:5](=[CH:8][c:9]2[cH:10][c:11]([O:12][c:13]3[n:14][cH:15][c:16]([C:19]([F:20])([F:21])[F:22])[cH:17][cH:18]3)[cH:23][cH:24][cH:25]2)[CH2:6][CH2:7]1. Reactants: resultant mixture, COC(=O)C=1N=C(C2=CC(=CC=C2C1O)OC1=CC=CC=C1)C#N (1-cyano-4-hydroxy-7-phenoxy-isoquinoline-3-carboxylic acid methyl ester), NC1(CCCCC1)CC(=O)O ((1-amino-cyclohexyl)-acetic acid), C[O-].[Na+] (NaOMe), Cl (HCl). Solvent: O (water), CN(C)C=O (DMF). Product: C(#N)C1=NC(=C(C2=CC=C(C=C12)OC1=CC=CC=C1)O)C(=O)NC1(CCCCC1)CC(=O)O ({1-[(1-Cyano-4-hydroxy-7-phenoxy-isoquinoline-3-carbonyl)-amino]-cyclohexyl}-acetic acid). Isolated yield 20000.0%. As a reaction SMILES: CO[C:3]([C:5]1[N:6]=[C:7]([C:23]#[N:24])[C:8]2[C:13]([C:14]=1[OH:15])=[CH:12][CH:11]=[C:10]([O:16][C:17]1[CH:22]=[CH:21][CH:20]=[CH:19][CH:18]=1)[CH:9]=2)=[O:4].[NH2:25][C:26]1([CH2:32][C:33]([OH:35])=[O:34])[CH2:31][CH2:30][CH2:29][CH2:28][CH2:27]1.C[O-].[Na+].Cl>CN(C=O)C.O>[C:23]([C:7]1[C:8]2[C:13](=[CH:12][CH:11]=[C:10]([O:16][C:17]3[CH:22]=[CH:21][CH:20]=[CH:19][CH:18]=3)[CH:9]=2)[C:14]([OH:15])=[C:5]([C:3]([NH:25][C:26]2([CH2:32][C:33]([OH:35])=[O:34])[CH2:31][CH2:30][CH2:29][CH2:28][CH2:27]2)=[O:4])[N:6]=1)#[N:24] |f:2.3|. Procedure details: To a mixture of 1-cyano-4-hydroxy-7-phenoxy-isoquinoline-3-carboxylic acid methyl ester (100 mg, 0.3 μmol) and (1-amino-cyclohexyl)-acetic acid (245 mg, 1.56 mmol) (Matrix Scientific, Columbia S.C.) in 3 mL of DMF was added NaOMe solid (67 mg, 1.25 mmol). The resultant mixture was heated in a 150° C. oil bath for 7 h. Reaction mixture was diluted with water (100 mL) and acidified by 1 N HCl to pH=3-4. Precipitate was collected, dried and the purified by silica gel chromatography, eluting with 10... The reactants are COc1c(C)cccc1C, O=S(=O)(O)Cl. Yields the product COc1c(C)cc(S(=O)(=O)Cl)cc1C. As a reaction SMILES: [CH3:1][O:2][c:3]1[c:4]([CH3:10])[cH:5][cH:6][cH:7][c:8]1[CH3:9].[Cl:11][S:12](=[O:13])(=[O:14])[OH:15]>>[CH3:1][O:2][c:3]1[c:4]([CH3:10])[cH:5][c:6]([S:12]([Cl:11])(=[O:13])=[O:14])[cH:7][c:8]1[CH3:9]. Reactants: C1CCOC1, Cc1ccc(-c2cccc(-c3nc4c(ccc5cc(S(=O)(=O)Cl)cc(O)c54)[nH]3)c2)cc1C, Cl, Nc1cccc(C(=O)O)c1, O. The product is Cc1ccc(-c2cccc(-c3nc4c(ccc5cc(S(=O)(=O)Nc6cccc(C(=O)O)c6)cc(O)c54)[nH]3)c2)cc1C. As a reaction SMILES: [CH2:44]1[O:45][CH2:46][CH2:47][CH2:48]1.[CH3:11][c:12]1[cH:13][c:14](-[c:19]2[cH:20][c:21](-[c:25]3[nH:26][c:27]4[c:28]([n:29]3)[c:30]3[c:31]([OH:42])[cH:32][c:33]([S:38](=[O:39])(=[O:40])[Cl:41])[cH:34][c:35]3[cH:36][cH:37]4)[cH:22][cH:23][cH:24]2)[cH:15][cH:16][c:17]1[CH3:18].[ClH:43].[NH2:1][c:2]1[cH:3][cH:4][cH:5][c:6]([C:8]([OH:9])=[O:10])[cH:7]1.[OH2:49]>>[NH:1]([c:2]1[cH:3][cH:4][cH:5][c:6]([C:8]([OH:9])=[O:10])[cH:7]1)[S:38]([c:33]1[cH:32][c:31]([OH:42])[c:30]2[c:28]3[c:27]([nH:26][c:25](-[c:21]4[cH:20][c:19](-[c:14]5[cH:13][c:12]([CH3:11])[c:17]([CH3:18])[cH:16][cH:15]5)[cH:24][cH:23][cH:22]4)[n:29]3)[cH:37][cH:36][c:35]2[cH:34]1)(=[O:39])=[O:40]. Reactants: Cc1ccccc1, COC(=O)c1cc(-c2nc(COc3ccc(CO)cc3OC)c(C)o2)ccc1C, O=S(Cl)Cl. Product: COC(=O)c1cc(-c2nc(COc3ccc(CCl)cc3OC)c(C)o2)ccc1C. RXN SMILES: [CH3:34][c:35]1[cH:36][cH:37][cH:38][cH:39][cH:40]1.[OH:1][CH2:2][c:3]1[cH:4][c:5]([O:28][CH3:29])[c:6]([O:7][CH2:8][c:9]2[n:10][c:11](-[c:15]3[cH:16][cH:17][c:18]([CH3:25])[c:19]([C:20](=[O:21])[O:22][CH3:23])[cH:24]3)[o:12][c:13]2[CH3:14])[cH:26][cH:27]1.[S:30]([Cl:31])([Cl:32])=[O:33]>>[CH2:2]([c:3]1[cH:4][c:5]([O:28][CH3:29])[c:6]([O:7][CH2:8][c:9]2[n:10][c:11](-[c:15]3[cH:16][cH:17][c:18]([CH3:25])[c:19]([C:20](=[O:21])[O:22][CH3:23])[cH:24]3)[o:12][c:13]2[CH3:14])[cH:26][cH:27]1)[Cl:32]. Reactants: C(C)(C)(C)OC(=O)N1C(OC[C@@H]1\C=C\C1=CC=C(C=C1)I)(C)C ((S)-4-[(E)-2-(4-iodo-phenyl)-vinyl]-2,2-dimethyl-oxazolidine-3-carboxylic acid tert-butyl ester), ClC1=C2CCNC(C2=CC=C1Cl)=O (5,6-dichloro-3,4-dihydro-2H-isoquinolin-1-one), CNCCNC (N,N′-dimethylethylenediamine), P(=O)([O-])([O-])[O-].[K+].[K+].[K+] (potassium phosphate). Reagents/catalysts: [Cu]I (copper(I) iodide). Solvent: C1(=CC=CC=C1)C (toluene). Reaction conditions: temperature 120 celsius. Yields the product ClC1=C2CCN(C(C2=CC=C1Cl)=O)C1=CC=C(/C=C/[C@@H]2N(C(OC2)(C)C)C(=O)OC(C)(C)C)C=C1 ((S,E)-tert-butyl 4-(4-(5,6-dichloro-1-oxo-3,4-dihydroisoquinolin-2(1H)-yl)styryl)-2,2-dimethyloxazolidine-3-carboxylate). Isolated yield 61.1%. RXN SMILES: [C:1]([O:5][C:6]([N:8]1[C@@H:12](/[CH:13]=[CH:14]/[C:15]2[CH:20]=[CH:19][C:18](I)=[CH:17][CH:16]=2)[CH2:11][O:10][C:9]1([CH3:23])[CH3:22])=[O:7])([CH3:4])([CH3:3])[CH3:2].[Cl:24][C:25]1[C:34]([Cl:35])=[CH:33][CH:32]=[C:31]2[C:26]=1[CH2:27][CH2:28][NH:29][C:30]2=[O:36].CNCCNC.P([O-])([O-])([O-])=O.[K+].[K+].[K+]>C1(C)C=CC=CC=1.[Cu]I>[Cl:24][C:25]1[C:34]([Cl:35])=[CH:33][CH:32]=[C:31]2[C:26]=1[CH2:27][CH2:28][N:29]([C:18]1[CH:19]=[CH:20][C:15](/[CH:14]=[CH:13]/[C@H:12]3[CH2:11][O:10][C:9]([CH3:23])([CH3:22])[N:8]3[C:6]([O:5][C:1]([CH3:4])([CH3:3])[CH3:2])=[O:7])=[CH:16][CH:17]=1)[C:30]2=[O:36] |f:3.4.5.6|. Procedure: A stirred suspension of (S)-4-[(E)-2-(4-iodo-phenyl)-vinyl]-2,2-dimethyl-oxazolidine-3-carboxylic acid tert-butyl ester (300 mg, Example 3a), 5,6-dichloro-3,4-dihydro-2H-isoquinolin-1-one (204 mg), copper(I) iodide (13 mg), N,N′-dimethylethylenediamine (15 μl) and potassium phosphate (356 mg) in toluene (3 ml) in a sealed tube was heated at 120° C. overnight. The mixture was then cooled to room temperature and was purified by column chromatography (SiO2; gradient: heptane/EtOAc) to give (S,E)-te... Starting materials: ClC=1C=2N(C=CN1)C(=NC2)C2CCC2 (8-chloro-3-cyclobutylimidazo[1,5-a]pyrazine), BrBr (Br2). Run in C(Cl)Cl (DCM), C(Cl)Cl (DCM). Conditions: time 10 minute. The product is BrC=1N=C(N2C1C(=NC=C2)Cl)C2CCC2 (1-Bromo-8-chloro-3-cyclobutylimidazo[1,5-a]pyrazine). RXN SMILES: [Cl:1][C:2]1[C:3]2[N:4]([C:8]([CH:11]3[CH2:14][CH2:13][CH2:12]3)=[N:9][CH:10]=2)[CH:5]=[CH:6][N:7]=1.[Br:15]Br>C(Cl)Cl>[Br:15][C:10]1[N:9]=[C:8]([CH:11]2[CH2:14][CH2:13][CH2:12]2)[N:4]2[CH:5]=[CH:6][N:7]=[C:2]([Cl:1])[C:3]=12. Reported procedure: To a clear, vigorously stirred and cooled (0° C.) solution of 8-chloro-3-cyclobutylimidazo[1,5-a]pyrazine (0.75 g, 3.6 mmol) in DCM (90 mL) was added Br2 (0.28 mL, 5.4 mmol) in DCM (90 mL) over 34 min. The reaction became a light orange suspension towards the end of the addition. Stirring was continued at the temperature for 10 min then concentrated under reduced pressure at rt. The mixture was diluted with H2O (˜20 mL), basified with 2 M aq NaOH to ˜pH 7-9 and extracted with DCM (3×80 mL). The ...